This data is from the Open Reaction Database (ORD), a public repository of structured organic reaction records. The task is: describe an organic reaction: reactants, conditions, products, and yield Reported procedure: Prepared according to the method of Example 6 Step 4 using N-(2-iodophenyl)-N′-methylurea and sodium 6-(4-fluorophenyl)naphthalene-2-sulfinate, to give the title compound as a white solid (81 mg). 1H NMR (500 MHz, d6-DMSO): δ 8.81 (1H, s), 8.34 (2H, s), 8.18 (2H, dd, J=8.6, 21.9 Hz), 8.08-8.02 (2H, m), 7.97 (1H, d, J=8.3 Hz), 7.90 (2H, dd, J=5.5, 8.7 Hz), 7.84 (1H, dd, J=1.7, 8.6 Hz), 7.61-7.57 (1H, m), 7.52 (1H, s), 7.37 (2H, t, J=8.8 Hz), 7.25 (1H, t, J=7.6 Hz), 2.56 (3H, d, J=4.4 Hz); m/z (ES... As a reaction SMILES: I[C:2]1[CH:7]=[CH:6][CH:5]=[CH:4][C:3]=1[NH:8][C:9]([NH:11][CH3:12])=[O:10].[F:13][C:14]1[CH:19]=[CH:18][C:17]([C:20]2[CH:21]=[C:22]3[C:27](=[CH:28][CH:29]=2)[CH:26]=[C:25]([S:30]([O-:32])=[O:31])[CH:24]=[CH:23]3)=[CH:16][CH:15]=1.[Na+]>>[F:13][C:14]1[CH:19]=[CH:18][C:17]([C:20]2[CH:21]=[C:22]3[C:27](=[CH:28][CH:29]=2)[CH:26]=[C:25]([S:30]([C:2]2[CH:7]=[CH:6][CH:5]=[CH:4][C:3]=2[NH:8][C:9]([NH:11][CH3:12])=[O:10])(=[O:32])=[O:31])[CH:24]=[CH:23]3)=[CH:16][CH:15]=1 |f:1.2|. The reactants are IC1=C(C=CC=C1)NC(=O)NC (N-(2-iodophenyl)-N′-methylurea), FC1=CC=C(C=C1)C=1C=C2C=CC(=CC2=CC1)S(=O)[O-].[Na+] (sodium 6-(4-fluorophenyl)naphthalene-2-sulfinate). The product is FC1=CC=C(C=C1)C=1C=C2C=CC(=CC2=CC1)S(=O)(=O)C1=C(C=CC=C1)NC(=O)NC (N-(2-{[6-(4-Fluorophenyl)-2-naphthyl]sulfonyl}phenyl)-N′-methylurea). Starting materials: NC=1C=C(CC2COC3=CC=C(C=C3C2)O)C=CC1 ((+)-3-(3-Aminobenzyl)chroman-6-ol), [H-].[Na+] (sodium hydride), O (water), ClCC1=NC2=CC(=CC=C2C=C1)Cl (2-(chloromethyl)-7-chloroquinoline). Solvent: hexanes, C(C)(=O)OCC (ethyl acetate), CN(C=O)C (dimethylformamide). Run at temperature 0 celsius, time 30 minute. Product: ClC1=CC=C2C=CC(=NC2=C1)COC=1C=C2CC(COC2=CC1)CC=1C=C(C=CC1)N ((+)-3-[6-(7-Chloroquinolin-2-ylmethoxy)chroman-3-ylmethyl]phenylamine). Yield: 80.6%. RXN SMILES: [NH2:1][C:2]1[CH:3]=[C:4]([CH:17]=[CH:18][CH:19]=1)[CH2:5][CH:6]1[CH2:15][C:14]2[C:9](=[CH:10][CH:11]=[C:12]([OH:16])[CH:13]=2)[O:8][CH2:7]1.[H-].[Na+].Cl[CH2:23][C:24]1[CH:33]=[CH:32][C:31]2[C:26](=[CH:27][C:28]([Cl:34])=[CH:29][CH:30]=2)[N:25]=1.O>CN(C)C=O.C(OCC)(=O)C>[Cl:34][C:28]1[CH:27]=[C:26]2[C:31]([CH:32]=[CH:33][C:24]([CH2:23][O:16][C:12]3[CH:13]=[C:14]4[C:9](=[CH:10][CH:11]=3)[O:8][CH2:7][CH:6]([CH2:5][C:4]3[CH:3]=[C:2]([NH2:1])[CH:19]=[CH:18][CH:17]=3)[CH2:15]4)=[N:25]2)=[CH:30][CH:29]=1 |f:1.2|. Procedure: To a stirred solution of 350 mg (1.37 mmole) of the product from Example 140 in 10 mL dimethylformamide at 0° C. was added 60 mg (1.51 mmole) sodium hydride. The mixture was stirred at 0° C. for 30 minutes, then 349 mg (1.64 mmole) 2-(chloromethyl)-7-chloroquinoline was added. The mixture was warmed to room temperature and stirred for 72 hours. The mixture was poured into water and extracted with ethyl acetate. The ethyl acetate extract was washed with water and brine, dried (MgSO4) and concentr... The reactants are O=C([O-])O, O=[N+]([O-])c1ccc(OCC2CO2)c(OCc2ccccc2)c1, CCO, [Na+], [Pd]. Product: O=[N+]([O-])c1ccc2c(c1)OC(CO)CO2. Reaction SMILES: [C:23](=[O:24])([OH:25])[O-:26].[CH2:1]([c:2]1[cH:3][cH:4][cH:5][cH:6][cH:7]1)[O:8][c:9]1[c:10]([O:11][CH2:12][CH:13]2[O:14][CH2:15]2)[cH:16][cH:17][c:18]([N+:20](=[O:21])[O-:22])[cH:19]1.[CH3:29][CH2:30][OH:31].[Na+:27].[Pd:28]>>[O:8]1[c:9]2[c:10]([cH:16][cH:17][c:18]([N+:20](=[O:21])[O-:22])[cH:19]2)[O:11][CH2:12][CH:13]1[CH2:15][OH:14]. The reactants are ClCCl (dichloromethane), OC=1C=C(C=O)C=CC1 (3-hydroxybenzaldehyde), SCCC(=O)OC (methyl 3-mercaptopropionate), S1C(=CC=C1)CC(=O)O (thiolacetic acid), ClCCl (dichloromethane). The reagents and catalysts are [I-].[Zn+2].[I-] (zinc iodide). Product: OC=1C=C(C=CC1)C(SCCC(=O)OC)SC(C)=O (Methyl 5-(3-hydroxyphenyl)-7-oxo-4,6-dithiaoctanoate). RXN SMILES: [OH:1][C:2]1C=C(C=C[CH:9]=1)C=O.[SH:10][CH2:11][CH2:12][C:13]([O:15][CH3:16])=[O:14].[S:17]1[CH:21]=[CH:20][CH:19]=[C:18]1[CH2:22][C:23]([OH:25])=O.Cl[CH2:27]Cl>[I-].[Zn+2].[I-]>[OH:25][C:23]1[CH:27]=[C:20]([CH:21]([S:17][C:2](=[O:1])[CH3:9])[S:10][CH2:11][CH2:12][C:13]([O:15][CH3:16])=[O:14])[CH:19]=[CH:18][CH:22]=1 |f:4.5.6|. Procedure: To a dichloromethane (100 cc) solution of 3-hydroxybenzaldehyde (3.05 g, 25 mm) was added methyl 3-mercaptopropionate (3.0 g, 25 mm), thiolacetic acid (1.9 g, 25 mm), and dry zinc iodide (4.8 g, 15 mm). The mixture was reacted at room temPerature for 16 hrs and then diluted with dichloromethane, washed successively with 1N HCl, brine and dried with sodium sulphate. Removal of the solvent left a residue which was purified by chromatography (SiO2) to yield the title compound.